Dataset: the Open Reaction Database (ORD), a public repository of structured organic reaction records. Task: describe an organic reaction: reactants, conditions, products, and yield Starting materials: B, C1CCOC1, CC(C)N1CCN(C(=O)c2cc(-c3ccccc3Cl)c3c(c2)N(c2c(Cl)cccc2Cl)C(=O)OC3)CC1. The product is CC(C)N1CCN(Cc2cc(-c3ccccc3Cl)c3c(c2)N(c2c(Cl)cccc2Cl)C(=O)OC3)CC1. Reaction SMILES: [BH3:38].[CH2:39]1[O:40][CH2:41][CH2:42][CH2:43]1.[Cl:1][c:2]1[c:3](-[c:8]2[cH:9][c:10]([C:27](=[O:28])[N:29]3[CH2:30][CH2:31][N:32]([CH:35]([CH3:36])[CH3:37])[CH2:33][CH2:34]3)[cH:11][c:12]3[c:13]2[CH2:14][O:15][C:16](=[O:26])[N:17]3[c:18]2[c:19]([Cl:25])[cH:20][cH:21][cH:22][c:23]2[Cl:24])[cH:4][cH:5][cH:6][cH:7]1>>[Cl:1][c:2]1[c:3](-[c:8]2[cH:9][c:10]([CH2:27][N:29]3[CH2:30][CH2:31][N:32]([CH:35]([CH3:36])[CH3:37])[CH2:33][CH2:34]3)[cH:11][c:12]3[c:13]2[CH2:14][O:15][C:16](=[O:26])[N:17]3[c:18]2[c:19]([Cl:25])[cH:20][cH:21][cH:22][c:23]2[Cl:24])[cH:4][cH:5][cH:6][cH:7]1.